describe an organic reaction: reactants, conditions, products, and yield From a dataset of the Open Reaction Database (ORD), a public repository of structured organic reaction records. The reactants are CNS(=O)(=O)CCC1=CC(=C(C=C1)N)I (2-(4-amino-3-iodo-phenyl)-ethanesulfonic acid methylamide), solution, C(C)(=O)OC(C)=O (acetic anhydride), II (Iodine crystals), II (iodine), CNS(=O)(=O)CCC1=CC=C(C=C1)N (2-(4-aminophenyl)ethane sulfonic acid methylamide), solution, C([O-])(O)=O.[Na+] (sodium bicarbonate), S(=O)(=O)([O-])S(=O)[O-].[Na+].[Na+] (sodium metabisulphite). The solvent is CCCCCCC (heptane), ClCCl (dichloromethane), ClCCl (dichloromethane), ClCCl (dichloromethane). Run at temperature 25 celsius. The product is IC1=C(C=CC(=C1)CCS(NC)(=O)=O)NC(C)=O (N-[2-iodo-4-(2-methylsulfamoyl-ethyl)-phenyl]-acetamide). As a reaction SMILES: CNS(CCC1C=CC(N)=CC=1)(=O)=O.C(=O)(O)[O-].[Na+].II.S(S([O-])=O)([O-])(=O)=O.[Na+].[Na+].[CH3:31][NH:32][S:33]([CH2:36][CH2:37][C:38]1[CH:43]=[CH:42][C:41]([NH2:44])=[C:40]([I:45])[CH:39]=1)(=[O:35])=[O:34].[C:46](OC(=O)C)(=[O:48])[CH3:47]>ClCCl.CCCCCCC>[I:45][C:40]1[CH:39]=[C:38]([CH2:37][CH2:36][S:33](=[O:35])(=[O:34])[NH:32][CH3:31])[CH:43]=[CH:42][C:41]=1[NH:44][C:46](=[O:48])[CH3:47] |f:1.2,4.5.6|. Procedure: To a solution of 2-(4-aminophenyl)ethane sulfonic acid methylamide (50 g) in dichloromethane (500 ml), a 10% solution of sodium bicarbonate (500 ml) was added at 25° C. so as to obtain a biphasic reaction mass. Iodine crystals were added slowly maintaining the temperature below 30° C. The mixture was agitated at 25° C. for about an hour and cooled to 10-15° C. The excess of iodine content in the mixture was neutralized with saturated sodium metabisulphite solution and a solution of 2-(4-amino-3-... The reactants are COc1ccc([N+](=O)[O-])c(Cl)n1, COc1ccc2c(c1)CCC(OS(=O)(=O)C(F)(F)F)=C2. Product: COc1ccc2c(c1)CCC(c1nc(OC)ccc1[N+](=O)[O-])=C2. Reaction SMILES: [Cl:1][c:2]1[n:3][c:4]([O:11][CH3:12])[cH:5][cH:6][c:7]1[N+:8](=[O:9])[O-:10].[F:13][C:14]([F:15])([F:16])[S:17]([O:18][C:19]1=[CH:20][c:21]2[cH:22][cH:23][c:24]([O:29][CH3:30])[cH:25][c:26]2[CH2:27][CH2:28]1)(=[O:31])=[O:32]>>[c:2]1([C:19]2=[CH:20][c:21]3[cH:22][cH:23][c:24]([O:29][CH3:30])[cH:25][c:26]3[CH2:27][CH2:28]2)[n:3][c:4]([O:11][CH3:12])[cH:5][cH:6][c:7]1[N+:8](=[O:9])[O-:10].